Dataset: the Open Reaction Database (ORD), a public repository of structured organic reaction records. Task: describe an organic reaction: reactants, conditions, products, and yield The reactants are CNCC=1C=C(C=CC1)C1=CC=C(C=C1)C=C1C(NC(S1)=O)=O (5-(3′-methylaminomethylbiphenyl-4-ylmethylene)thiazolidine-2,4-dione), CC(C(=O)Cl)(C)C (2,2-dimethylpropionyl chloride). Product: O=C1SC(C(N1)=O)=CC1=CC=C(C=C1)C1=CC(=CC=C1)CN(C(C(C)(C)C)=O)C (N-[4′-(2,4-Dioxothiazolidin-5-ylidenemethyl)-biphenyl-3-ylmethyl]-2,2,N-trimethylpropionamide). The yield is 65.3%. As a reaction SMILES: [CH3:1][NH:2][CH2:3][C:4]1[CH:5]=[C:6]([C:10]2[CH:15]=[CH:14][C:13]([CH:16]=[C:17]3[S:21][C:20](=[O:22])[NH:19][C:18]3=[O:23])=[CH:12][CH:11]=2)[CH:7]=[CH:8][CH:9]=1.[CH3:24][C:25]([CH3:30])([CH3:29])[C:26](Cl)=[O:27]>>[O:22]=[C:20]1[NH:19][C:18](=[O:23])[C:17](=[CH:16][C:13]2[CH:12]=[CH:11][C:10]([C:6]3[CH:7]=[CH:8][CH:9]=[C:4]([CH2:3][N:2]([CH3:1])[C:26](=[O:27])[C:25]([CH3:30])([CH3:29])[CH3:24])[CH:5]=3)=[CH:15][CH:14]=2)[S:21]1. Reported procedure: In a manner similar to that of Example 1(d), by reacting 500 mg (0.9 mmol) of 5-(3′-methylaminomethylbiphenyl-4-ylmethylene)thiazolidine-2,4-dione (prepared in Example 12(c)) with 0.3 ml (2.3 mmol) of 2,2-dimethylpropionyl chloride, 240 mg (65%) of the expected product are obtained. The reactants are CN(C)c1ccncc1, O=Cc1ccccc1C(=O)O, ClCCl, OCCc1ccccc1. The product is O=Cc1ccccc1C(=O)OCCc1ccccc1. RXN SMILES: [CH3:21][N:22]([c:23]1[cH:24][cH:25][n:26][cH:27][cH:28]1)[CH3:29].[CH:1](=[O:2])[c:3]1[cH:4][cH:5][cH:6][cH:7][c:8]1[C:9]([OH:10])=[O:11].[Cl:30][CH2:31][Cl:32].[OH:12][CH2:13][CH2:14][c:15]1[cH:16][cH:17][cH:18][cH:19][cH:20]1>>[CH:1](=[O:2])[c:3]1[cH:4][cH:5][cH:6][cH:7][c:8]1[C:9]([O:10][CH2:13][CH2:14][c:15]1[cH:16][cH:17][cH:18][cH:19][cH:20]1)=[O:11]. The reactants are [Al+3], COc1cnc(-n2cnc(NC(=O)C(C)(C)C)n2)c2[nH]ccc12, [Cl-], [Cl-], [Cl-], COC(=O)C(=O)Cl, ClCCl, C[N+](=O)[O-]. Product: COC(=O)C(=O)c1c[nH]c2c(-n3cnc(NC(=O)C(C)(C)C)n3)ncc(OC)c12. As a reaction SMILES: [Al+3:2].[CH3:9][O:10][c:11]1[c:12]2[c:13]([c:14](-[n:17]3[n:18][c:19]([NH:22][C:23]([C:24]([CH3:25])([CH3:26])[CH3:27])=[O:28])[n:20][cH:21]3)[n:15][cH:16]1)[nH:29][cH:30][cH:31]2.[Cl-:1].[Cl-:3].[Cl-:4].[Cl:32][C:33]([C:34](=[O:35])[O:36][CH3:37])=[O:38].[Cl:39][CH2:40][Cl:41].[N+:5]([CH3:6])([O-:7])=[O:8]>>[CH3:9][O:10][c:11]1[c:12]2[c:13]([c:14](-[n:17]3[n:18][c:19]([NH:22][C:23]([C:24]([CH3:25])([CH3:26])[CH3:27])=[O:28])[n:20][cH:21]3)[n:15][cH:16]1)[nH:29][cH:30][c:31]2[C:33]([C:34](=[O:35])[O:36][CH3:37])=[O:38].